Dataset: the Open Reaction Database (ORD), a public repository of structured organic reaction records. Task: describe an organic reaction: reactants, conditions, products, and yield Starting materials: C(CC(=O)C)(=O)OC (methyl acetoacetate), BrCCCC1=CC=CC=C1 (1-bromo-3-phenylpropane), [H-].[Na+] (NaH), C(CCC)[Li] (n-butyllithium). Solvent: CN(C)C=O (DMF), CN(C)C=O (DMF). Conditions: temperature -25 celsius, time 5 minute. The product is O=C(CC(=O)OC)C=CCCC1=CC=CC=C1 (methyl 3-keto-7-phenylheptenoate). Isolated yield 50.0%. As a reaction SMILES: [H-].[Na+].[C:3]([O:9][CH3:10])(=[O:8])[CH2:4][C:5]([CH3:7])=[O:6].C([Li])CCC.Br[CH2:17][CH2:18][CH2:19][C:20]1[CH:25]=[CH:24][CH:23]=[CH:22][CH:21]=1>CN(C=O)C>[O:6]=[C:5]([CH:7]=[CH:17][CH2:18][CH2:19][C:20]1[CH:25]=[CH:24][CH:23]=[CH:22][CH:21]=1)[CH2:4][C:3]([O:9][CH3:10])=[O:8] |f:0.1|. Procedure details: To a suspension of 60% NaH (2.76 g, 69 mmol) in anhydrous DMF (50 mL) at 0° C. is added a solution of methyl acetoacetate (8 g) in DMF (50 mL) dropwise over 10 minutes. The mixture is cooled to -25° C. and 2.5M n-butyllithium (27.6 mL, 69 mmol) is added dropwise over 5 minutes. The mixture is stirred for 5 minutes and 1-bromo-3-phenylpropane (10.48 mL, 69 mmol) is added dropwise over 5 minutes. The cooling bath is removed and the mixture is stirred at room temperature for 2 hours. The mixture is... RXN SMILES: [NH2:1][C:2]1[CH:7]=[CH:6][C:5]([CH:8]([CH3:12])[C:9]([OH:11])=[O:10])=[CH:4][CH:3]=1.[C:13]([S-:15])#[N:14].[K+].BrBr>CC(O)=O>[NH2:14][C:13]1[S:15][C:7]2[CH:6]=[C:5]([CH:8]([CH3:12])[C:9]([OH:11])=[O:10])[CH:4]=[CH:3][C:2]=2[N:1]=1 |f:1.2|. Procedure details: A mixture of 2 (3.13 g, 1 mmol) in CH3COOH (15 ml) was cooled to −5° in iced bath. A mixture KSCN (6.36 g, 4.04 mmol) in CH3COOH (15 ml) added to the flask that contained 4 and CH3COOH at −5° in iced bath. A solution of bromine (0.80 ml) in CH3COOH (10 ml) is added dropwise to a stirred mixture of 4, KSCN and CH3COOH at −5° in iced bath. The reaction mixture is stirred for 1 h at room temperature. The mixture is extracted with ethyl acetate. The extracts are washed with water, brine, dried over ... The product is NC=1SC2=C(N1)C=CC(=C2)C(C(=O)O)C (2-(2-Amino-benzothiazole-6-yl)-propionic acid). The reactants are C(#N)[S-].[K+] (KSCN), NC1=CC=C(C=C1)C(C(=O)O)C (2-(4-Amino-phenyl)-propionic acid), BrBr (bromine), C(#N)[S-].[K+] (KSCN). Run in CC(=O)O (CH3COOH), CC(=O)O (CH3COOH), CC(=O)O (CH3COOH), CC(=O)O (CH3COOH), CC(=O)O (CH3COOH). Run at time 1 hour.